This data is from the Open Reaction Database (ORD), a public repository of structured organic reaction records. The task is: describe an organic reaction: reactants, conditions, products, and yield Reactants: FC=1C=C(C=CC1C=1SC2=NC(=CC=C2N1)C1(CC1)C1=CC=CC=C1)C1(CC1)N (1-(3-Fluoro-4-(5-(1-phenylcyclopropyl)thiazolo[5,4-b]pyridine-2-yl)phenyl)-cyclopropanamine), C(C=C)(=O)OC (methyl acrylate). Run in C(Cl)Cl (CH2Cl2). Reaction conditions: temperature 100 celsius. The product is FC=1C=C(C=CC1C=1SC2=NC(=CC=C2N1)C1(CC1)C1=CC=CC=C1)C1(CC1)NCCC(=O)OC (methyl 3-(1-(3-fluoro-4-(5-(1-phenylcyclopropyl)thiazolo[5,4-b]pyridine-2-yl)phenyl)cyclopropylamino)propanoate). As a reaction SMILES: [F:1][C:2]1[CH:3]=[C:4]([C:26]2([NH2:29])[CH2:28][CH2:27]2)[CH:5]=[CH:6][C:7]=1[C:8]1[S:9][C:10]2[C:15]([N:16]=1)=[CH:14][CH:13]=[C:12]([C:17]1([C:20]3[CH:25]=[CH:24][CH:23]=[CH:22][CH:21]=3)[CH2:19][CH2:18]1)[N:11]=2.[C:30]([O:34][CH3:35])(=[O:33])[CH:31]=[CH2:32]>C(Cl)Cl>[F:1][C:2]1[CH:3]=[C:4]([C:26]2([NH:29][CH2:32][CH2:31][C:30]([O:34][CH3:35])=[O:33])[CH2:28][CH2:27]2)[CH:5]=[CH:6][C:7]=1[C:8]1[S:9][C:10]2[C:15]([N:16]=1)=[CH:14][CH:13]=[C:12]([C:17]1([C:20]3[CH:25]=[CH:24][CH:23]=[CH:22][CH:21]=3)[CH2:18][CH2:19]1)[N:11]=2. Procedure: 1-(3-Fluoro-4-(5-(1-phenylcyclopropyl)thiazolo[5,4-b]pyridine-2-yl)phenyl)-cyclopropanamine (0.067 g, 0.167 mmol) and methyl acrylate (0.5 mL, 5.5 mmol) were combined in a sealed tube and heated neat at 100° C. for 1 day, during which LC-MS indicated completion of reaction. The cooled reaction mixture was diluted with CH2Cl2 and washed with aqueous saturated NaHCO3 solution and brine. The organic layer was dried (MgSO4), filtered, and concentrated in vacuo. ISCO purification with 5% to 20% EtOAc... Reactants: Cc1ccccc1, C#CCOc1cc(F)c(C(=O)O)cc1F, CN(C)C=O, O=S(Cl)Cl. Product: C#CCOc1cc(F)c(C(=O)Cl)cc1F. Reaction SMILES: [CH3:1][c:2]1[cH:3][cH:4][cH:5][cH:6][cH:7]1.[F:8][c:9]1[c:10]([C:11](=[O:12])[OH:13])[cH:14][c:15]([F:22])[c:16]([O:18][CH2:19][C:20]#[CH:21])[cH:17]1.[O:27]=[CH:28][N:29]([CH3:30])[CH3:31].[S:23]([Cl:24])([Cl:25])=[O:26]>>[F:8][c:9]1[c:10]([C:11](=[O:12])[Cl:25])[cH:14][c:15]([F:22])[c:16]([O:18][CH2:19][C:20]#[CH:21])[cH:17]1. Reaction conditions: time 30 minute. Procedure: 308 g of Donepezil was dissolved in 700 ml of ethanol. Under stirring, 230 ml of 10%-hydrogen chloride in ethanol solution and 5000 ml of diethyl ether were added successively. Filtration of the crystals and drying at 50° C. for 1 hour, then at 60° C. for 30 minutes, then at 85° C. for 12 hours afforded 269 g of the title compound. The reactants are Cl (hydrogen chloride), C(C)OCC (diethyl ether), COC=1C=C2C(=CC1OC)C(=O)C(C2)CC3CCN(CC3)CC=4C=CC=CC4 (Donepezil). The product is COC=1C=C2C(=CC1OC)C(=O)C(C2)CC3CCN(CC3)CC=4C=CC=CC4.Cl (Donepezil Hydrochloride). Run in C(C)O (ethanol), C(C)O (ethanol). As a reaction SMILES: [CH3:1][O:2][C:3]1[CH:4]=[C:5]2[CH2:14][CH:13]([CH2:15][CH:16]3[CH2:21][CH2:20][N:19]([CH2:22][C:23]4[CH:24]=[CH:25][CH:26]=[CH:27][CH:28]=4)[CH2:18][CH2:17]3)[C:11](=[O:12])[C:6]2=[CH:7][C:8]=1[O:9][CH3:10].[ClH:29].C(OCC)C>C(O)C>[CH3:1][O:2][C:3]1[CH:4]=[C:5]2[CH2:14][CH:13]([CH2:15][CH:16]3[CH2:17][CH2:18][N:19]([CH2:22][C:23]4[CH:28]=[CH:27][CH:26]=[CH:25][CH:24]=4)[CH2:20][CH2:21]3)[C:11](=[O:12])[C:6]2=[CH:7][C:8]=1[O:9][CH3:10].[ClH:29] |f:4.5|. The reactants are Fc1cc(C2=NCCC2)ccc1Br, [BH3-]C#N, CC(=O)O, CO, [Na+]. Yields the product Fc1cc(C2CCCN2)ccc1Br. Reaction SMILES: [Br:1][c:2]1[c:3]([F:13])[cH:4][c:5]([C:8]2=[N:12][CH2:11][CH2:10][CH2:9]2)[cH:6][cH:7]1.[C:14]([BH3-:15])#[N:16].[CH3:18][C:19](=[O:20])[OH:21].[CH3:22][OH:23].[Na+:17]>>[Br:1][c:2]1[c:3]([F:13])[cH:4][c:5]([CH:8]2[CH2:9][CH2:10][CH2:11][NH:12]2)[cH:6][cH:7]1. The reactants are FC1=C(CO)C=C(C=C1)O (2-fluoro-5-hydroxybenzyl alcohol), FC(C=1C=C(CBr)C=CC1)(F)F (3-trifluoromethylbenzyl bromide), ClC(=O)N1[C@H](CN(C[C@H]1C)C(=O)OC(C)(C)C)C (1-chlorocarbonyl-cis-2,6-dimethyl-4-tert-butoxycarbonylpiperazine). Product: C[C@@H]1N([C@@H](CNC1)C)C(=O)OCC1=C(C=CC(=C1)OCC1=CC(=CC=C1)C(F)(F)F)F (2-Fluoro-5-(3-trifluoromethylbenzyl)oxybenzyl cis-2,6-dimethylpiperazine-1-carboxylate), product. The yield is 10.5%. Reaction SMILES: [F:1][C:2]1[CH:9]=[CH:8][C:7]([OH:10])=[CH:6][C:3]=1[CH2:4][OH:5].[F:11][C:12]([F:22])([F:21])[C:13]1[CH:14]=[C:15]([CH:18]=[CH:19][CH:20]=1)[CH2:16]Br.Cl[C:24]([N:26]1[C@H:31]([CH3:32])[CH2:30][N:29](C(OC(C)(C)C)=O)[CH2:28][C@@H:27]1[CH3:40])=[O:25]>>[CH3:40][C@H:27]1[CH2:28][NH:29][CH2:30][C@@H:31]([CH3:32])[N:26]1[C:24]([O:5][CH2:4][C:3]1[CH:6]=[C:7]([O:10][CH2:16][C:15]2[CH:18]=[CH:19][CH:20]=[C:13]([C:12]([F:22])([F:21])[F:11])[CH:14]=2)[CH:8]=[CH:9][C:2]=1[F:1])=[O:25]. Reported procedure: 2-Fluoro-5-(3-trifluoromethylbenzyl)oxybenzyl cis-2,6-dimethylpiperazine-1-carboxylate was prepared from 2-fluoro-5-hydroxybenzyl alcohol, 3-trifluoromethylbenzyl bromide and 1-chlorocarbonyl-cis-2,6-dimethyl-4-tert-butoxycarbonylpiperazine according to the methods described for Examples 54 and 121 to give the product as a yellow oil (10.5%); HPLC (XTERRA, 50/80, 220 nm) 96.9% (6.20 min); NMR δH (400 MHz, DMSO-d6) 1.164(6H, d, J 6.5 Hz), 2.668(4H, m), 3.889(2H, m), 5.082(2H, s), 5.199(2H, s), 7.... The reactants are ClC=1C=NC=C(C1)C(F)(F)F (3-chloro-5-trifluoromethylpyridine), [H-].[Na+] (NaH), C(C1=CC=CC=C1)O (benzyl alcohol). Solvent: CN(C)C=O (DMF). Conditions: temperature 0 celsius, time 2 hour. The product is C(C1=CC=CC=C1)OC=1C=NC=C(C1)C(F)(F)F (3-benzyloxy-5-trifluoromethylpyridine), N (NH3). Reaction SMILES: Cl[C:2]1[CH:3]=[N:4][CH:5]=[C:6]([C:8]([F:11])([F:10])[F:9])[CH:7]=1.[H-].[Na+].[CH2:14]([OH:21])[C:15]1[CH:20]=[CH:19][CH:18]=[CH:17][CH:16]=1>CN(C=O)C>[CH2:14]([O:21][C:2]1[CH:3]=[N:4][CH:5]=[C:6]([C:8]([F:11])([F:10])[F:9])[CH:7]=1)[C:15]1[CH:20]=[CH:19][CH:18]=[CH:17][CH:16]=1.[NH3:4] |f:1.2|. Procedure details: To a 3.63 g (20 mmol) sample of 3-chloro-5-trifluoromethylpyridine dissolved in 15 mL of DMF and cooled to 0° C. was added 960 mg of NaH (60%), 2.07 mL of benzyl alcohol was added slowly. The reaction mixture was stirred for 2 hours at 40° C. The solvent was then evaporated in vacuo and the mixture diluted with chloroform, washed with saturated NaHCO3 and a brine solution. The organic layer was then dried over MgSO4. The resulting crude material was purified by flash chromatography on silica gel... Starting materials: O=Cc1ccc(F)cc1Br, CS(C)=O, [Na+], O, O=S([O-])c1ccccc1. Product: O=Cc1ccc(S(=O)(=O)c2ccccc2)cc1Br. RXN SMILES: [Br:1][c:2]1[c:3]([CH:4]=[O:5])[cH:6][cH:7][c:8]([F:10])[cH:9]1.[CH3:22][S:23]([CH3:24])=[O:25].[Na+:20].[OH2:21].[c:11]1([S:17](=[O:18])[O-:19])[cH:12][cH:13][cH:14][cH:15][cH:16]1>>[Br:1][c:2]1[c:3]([CH:4]=[O:5])[cH:6][cH:7][c:8]([S:17]([c:11]2[cH:12][cH:13][cH:14][cH:15][cH:16]2)(=[O:18])=[O:19])[cH:9]1. The reactants are C(CC(=O)C)(=O)OCC (ethyl acetoacetate), C(#N)CC(=O)N (cyanoacetamide), [OH-] (hydroxide), alkali metal. Product: C(#N)C1CNCC=C1C (3-cyano-2,6-dihydro-4-methylpyridine). RXN SMILES: [C:1](OCC)(=O)[CH2:2][C:3]([CH3:5])=O.[C:10]([CH2:12][C:13]([NH2:15])=O)#[N:11].[OH-]>>[C:10]([CH:12]1[C:3]([CH3:5])=[CH:2][CH2:1][NH:15][CH2:13]1)#[N:11]. Procedure details: reacting ethyl acetoacetate with cyanoacetamide and a hydroxide of an alkali metal, in the presence of an organic solvent, at a temperature of from 60° C. to 80° C., for 1 to 4 hours, to produce 3-cyano-2,6-dihydro-4-methylpyridine;